From a dataset of the Open Reaction Database (ORD), a public repository of structured organic reaction records. describe an organic reaction: reactants, conditions, products, and yield The reactants are FC1=CC=C(CC2=CN=C3C(=C(C(N(C3=C2)CCN2C(CCC2)=O)=O)C(=O)OCC)O)C=C1 (ethyl 7-(4-fluorobenzyl)-4-hydroxy-2-oxo-1-[2-(2-oxopyrrolidin-1-yl)ethyl]-1,2-dihydro-1,5-naphthyridine-3-carboxylate), NCCOCCO (2-[(2-aminoethyl)oxy]ethanol). Solvent: CCO (EtOH). The product is FC1=CC=C(C=C1)CC1=CN=C2C(=C(C(N(C2=C1)CCN1C(CCC1)=O)=O)C(=O)NCCOCCO)O (7-[(4-fluorophenyl)methyl]-4-hydroxy-N-{2-[(2-hydroxyethyl)oxy]ethyl}-2-oxo-1-[2-(2-oxo-1-pyrrolidinyl)ethyl]-1,2-dihydro-1,5-naphthyridine-3-carboxamide). As a reaction SMILES: [F:1][C:2]1[CH:33]=[CH:32][C:5]([CH2:6][C:7]2[CH:16]=[C:15]3[C:10]([C:11]([OH:31])=[C:12]([C:26](OCC)=[O:27])[C:13](=[O:25])[N:14]3[CH2:17][CH2:18][N:19]3[CH2:23][CH2:22][CH2:21][C:20]3=[O:24])=[N:9][CH:8]=2)=[CH:4][CH:3]=1.[NH2:34][CH2:35][CH2:36][O:37][CH2:38][CH2:39][OH:40]>CCO>[F:1][C:2]1[CH:33]=[CH:32][C:5]([CH2:6][C:7]2[CH:16]=[C:15]3[C:10]([C:11]([OH:31])=[C:12]([C:26]([NH:34][CH2:35][CH2:36][O:37][CH2:38][CH2:39][OH:40])=[O:27])[C:13](=[O:25])[N:14]3[CH2:17][CH2:18][N:19]3[CH2:23][CH2:22][CH2:21][C:20]3=[O:24])=[N:9][CH:8]=2)=[CH:4][CH:3]=1. Reported procedure: A mixture of ethyl 7-(4-fluorobenzyl)-4-hydroxy-2-oxo-1-[2-(2-oxopyrrolidin-1-yl)ethyl]-1,2-dihydro-1,5-naphthyridine-3-carboxylate (30 mg, 0.066 mmol) and 2-[(2-aminoethyl)oxy]ethanol (100 μL) was heated in EtOH (3 mL) at 175° C. for 45 min. in a microwave. The reaction mixture was evaporated in vacuo and partitioned between 1N NaHSO4 and CH2Cl2. The aqueous phase was back-extracted with CH2Cl2 and the combined organic layers were dried over MgSO4, filtered, evaporated in vacuo and triturated w... RXN SMILES: [CH3:30][c:31]1[cH:32][cH:33][c:34]([C:36]([CH2:37][Br:38])=[O:39])[o:35]1.[H-:28].[Na+:29].[O:1]=[C:2]1[CH:3]([NH:20][C:21](=[O:22])[O:23][C:24]([CH3:25])([CH3:26])[CH3:27])[CH2:4][N:5]([C:14]([C:15]([CH3:16])([CH3:17])[CH3:18])=[O:19])[c:6]2[c:7]([cH:9][c:10]([CH3:13])[cH:11][cH:12]2)[NH:8]1.[O:40]1[CH2:41][CH2:42][CH2:43][CH2:44]1>>[O:1]=[C:2]1[CH:3]([NH:20][C:21](=[O:22])[O:23][C:24]([CH3:25])([CH3:26])[CH3:27])[CH2:4][N:5]([C:14]([C:15]([CH3:16])([CH3:17])[CH3:18])=[O:19])[c:6]2[c:7]([cH:9][c:10]([CH3:13])[cH:11][cH:12]2)[N:8]1[CH2:37][C:36]([c:34]1[cH:33][cH:32][c:31]([CH3:30])[o:35]1)=[O:39]. The reactants are Cc1ccc(C(=O)CBr)o1, [H-], [Na+], Cc1ccc2c(c1)NC(=O)C(NC(=O)OC(C)(C)C)CN2C(=O)C(C)(C)C, C1CCOC1. Yields the product Cc1ccc2c(c1)N(CC(=O)c1ccc(C)o1)C(=O)C(NC(=O)OC(C)(C)C)CN2C(=O)C(C)(C)C. Reactants: C1(CCC2=CC=CC=C12)C(=O)O (indan-1-carboxylic acid), CN(C1=CC=C(C=C1)CNC1=CC=C(C=C1)CC)C ([(4-dimethylaminophenyl)methyl](4-ethylphenyl)amine). The product is CN(C1=CC=C(C=C1)CN(C(=O)C1CCC2=CC=CC=C12)C1=CC=C(C=C1)CC)C (N-[(4-dimethylaminophenyl) methyl]-N-(4-ethylphenyl)indan-1-carboxamide). Isolated yield 16.0%. Reaction SMILES: [CH:1]1([C:10]([OH:12])=O)[C:9]2[C:4](=[CH:5][CH:6]=[CH:7][CH:8]=2)[CH2:3][CH2:2]1.[CH3:13][N:14]([CH3:31])[C:15]1[CH:20]=[CH:19][C:18]([CH2:21][NH:22][C:23]2[CH:28]=[CH:27][C:26]([CH2:29][CH3:30])=[CH:25][CH:24]=2)=[CH:17][CH:16]=1>>[CH3:13][N:14]([CH3:31])[C:15]1[CH:16]=[CH:17][C:18]([CH2:21][N:22]([C:23]2[CH:28]=[CH:27][C:26]([CH2:29][CH3:30])=[CH:25][CH:24]=2)[C:10]([CH:1]2[C:9]3[C:4](=[CH:5][CH:6]=[CH:7][CH:8]=3)[CH2:3][CH2:2]2)=[O:12])=[CH:19][CH:20]=1. Procedure details: By the reaction and treatment in the same manner as in Example 1 using indan-1-carboxylic acid (0.46 g) and [(4-dimethylaminophenyl)methyl](4-ethylphenyl)amine (0.6 g) as starting materials, N-[(4-dimethylaminophenyl) methyl]-N-(4-ethylphenyl)indan-1-carboxamide (0.15 g) was obtained. Starting materials: CSC(N)=N (S-Methylisothiourea), NCCCCCO (5-aminopentanol), [H-].[Na+] (sodium hydride). Run in O1CCCC1 (tetrahydrofuran). Product: NCCCCCOC(N)=N (O-(5-aminopentyl)isourea). Reaction SMILES: CS[C:3](=[NH:5])[NH2:4].[NH2:6][CH2:7][CH2:8][CH2:9][CH2:10][CH2:11][OH:12].[H-].[Na+]>O1CCCC1>[NH2:6][CH2:7][CH2:8][CH2:9][CH2:10][CH2:11][O:12][C:3](=[NH:5])[NH2:4] |f:2.3|. Reported procedure: S-Methylisothiourea is reacted with 5-aminopentanol and sodium hydride in tetrahydrofuran to give O-(5-aminopentyl)isourea, which is reacted with 2-nitroamino-5-(6-methyl-3-pyridylmethyl)-4-pyrimidone in refluxing ethanol to give 2-[5-(O-isoureido)pentylamino]-5-(6-methyl-3-pyridylmethyl)-4-pyrimidone. Reaction conditions: temperature 300 celsius. As a reaction SMILES: Cl[C:2]1[CH:7]=[CH:6][CH:5]=[CH:4][CH:3]=1.[P:8]([Cl:11])(Cl)[Cl:9].P12(SP3(SP(SP(S3)(S1)=S)(=S)S2)=S)=[S:13]>>[C:2]1([P:8]([Cl:11])([Cl:9])=[S:13])[CH:7]=[CH:6][CH:5]=[CH:4][CH:3]=1. Reported procedure: The procedure of Example 10 was repeated using 33.6 grams (0.3 moles) of chlorobenzene, 41.1 grams (0.3 moles) of phosphorus trichloride and 22.2 grams (0.05 moles) of phosphorus pentasulfide. The reaction mixture was heated at 300° C. for 7 hours. The product, phenylphosphonothioic dichloride, in a yield of 18.3 grams, was isolated by distillation and redistillation, and had a boiling point of 58° C. and 62° C. (0.02 millimeters of mercury) and an nD25 of 1.6235 as against the reported nD25 of ... The product is C1(=CC=CC=C1)P(=S)(Cl)Cl (phenylphosphonothioic dichloride). Starting materials: ClC1=CC=CC=C1 (chlorobenzene), P(Cl)(Cl)Cl (phosphorus trichloride), P12(=S)SP3(=S)SP(=S)(S1)SP(=S)(S2)S3 (phosphorus pentasulfide). Reactants: N[C@@H](C(C)C)C(=O)O (valine), N[C@@H]([C@@H](C)CC)C(=O)O (isoleucine), N[C@@H](CC(C)C)C(=O)O (leucine). Reaction SMILES: [NH2:1][C@H:2]([C:6]([OH:8])=[O:7])[CH:3](C)[CH3:4].[NH2:9][C@H:10](C(O)=O)[C@H](CC)C.[NH2:18][C@H:19](C(O)=O)CC(C)C>>[NH2:1][C@H:2]([C:6]([OH:8])=[O:7])[CH2:3][C:4]1[N:9]=[CH:10][NH:18][CH:19]=1. Reported procedure: with a total content of valine, isoleucine and leucine of 30.3%. Yields the product N[C@@H](CC1=CNC=N1)C(=O)O (Histidine).